describe an organic reaction: reactants, conditions, products, and yield From a dataset of the Open Reaction Database (ORD), a public repository of structured organic reaction records. As a reaction SMILES: [CH2:40]([Cl:41])[Cl:42].[CH3:30][c:31]1[cH:32][c:33]([N:37]=[C:38]=[O:39])[cH:34][cH:35][cH:36]1.[NH2:1][CH:2]1[C:3](=[O:29])[N:4]([CH2:20][C:21](=[O:22])[N:23]2[CH2:24][CH2:25][S:26][CH2:27][CH2:28]2)[c:5]2[c:6]([cH:16][cH:17][cH:18][cH:19]2)[C:7]([c:9]2[c:10]([F:15])[cH:11][cH:12][cH:13][cH:14]2)=[N:8]1>>[NH:1]([CH:2]1[C:3](=[O:29])[N:4]([CH2:20][C:21](=[O:22])[N:23]2[CH2:24][CH2:25][S:26][CH2:27][CH2:28]2)[c:5]2[c:6]([cH:16][cH:17][cH:18][cH:19]2)[C:7]([c:9]2[c:10]([F:15])[cH:11][cH:12][cH:13][cH:14]2)=[N:8]1)[C:38]([NH:37][c:33]1[cH:32][c:31]([CH3:30])[cH:36][cH:35][cH:34]1)=[O:39]. Product: Cc1cccc(NC(=O)NC2N=C(c3ccccc3F)c3ccccc3N(CC(=O)N3CCSCC3)C2=O)c1. The reactants are ClCCl, Cc1cccc(N=C=O)c1, NC1N=C(c2ccccc2F)c2ccccc2N(CC(=O)N2CCSCC2)C1=O. Reactants: O (water), [N+](=O)([O-])C=1C(=C(C=CC1CCBr)O)N (3-nitro-4-(β-bromoethyl)-aminophenol), N(CCO)CCO (diethanolamine), C(C)(=O)O (acetic acid). The product is [N+](=O)([O-])C=1C(=C(C=CC1N(CCO)CCO)O)NCC (3-nitro-4-[N,N-di-(β-hydroxyethyl)-amino]-ethylaminophenol). As a reaction SMILES: [N+:1]([C:4]1[C:5]([NH2:14])=[C:6]([OH:13])[CH:7]=[CH:8][C:9]=1CCBr)([O-:3])=[O:2].O.[C:16](O)(=O)[CH3:17].[NH:20]([CH2:24][CH2:25][OH:26])[CH2:21][CH2:22][OH:23]>>[N+:1]([C:4]1[C:5]([NH:14][CH2:16][CH3:17])=[C:6]([OH:13])[CH:7]=[CH:8][C:9]=1[N:20]([CH2:24][CH2:25][OH:26])[CH2:21][CH2:22][OH:23])([O-:3])=[O:2]. Procedure details: 5.2 g (0.02 mol) of 3-nitro-4-(β-bromoethyl)-aminophenol are heated for 1 hour, at 60° C., in 20 ml of diethanolamine. The reaction medium is poured into 100 g of iced water and the solution is then neutralised with acetic acid. After one night at 0° C., the expected product, which has precipitated, is filtered off. After washing with a small amount of iced water and drying in vacuo, the product is recrystallised from ethyl acetate. It melts at 115° C. Reactants: NC1=C(C=C(C=C1Br)C(F)(F)F)Br (4-amino-3,5-dibromobenzotrifluoride), OC(C(C)=O)C (acetoin), C(CC#N)#N (malononitrile). Reagents/catalysts: C1(=CC=C(C=C1)S(=O)(=O)O)C (p-toluenesulfonic acid). The solvent is C1(=CC=CC=C1)C (toluene). The product is NC=1N(C(=C(C1C#N)C)C)C1=C(C=C(C=C1Br)C(F)(F)F)Br (2-amino-4,5-dimethyl-l-(2,6-dibromo-4-trifluoromethylphenyl)pyrrole-3-carbonitrile). Yield: 15.9%. RXN SMILES: [NH2:1][C:2]1[C:7]([Br:8])=[CH:6][C:5]([C:9]([F:12])([F:11])[F:10])=[CH:4][C:3]=1[Br:13].O[CH:15]([CH3:19])[C:16](=O)[CH3:17].[C:20](#[N:24])[CH2:21][C:22]#[N:23]>C1(C)C=CC=CC=1.C1(C)C=CC(S(O)(=O)=O)=CC=1>[NH2:23][C:22]1[N:1]([C:2]2[C:3]([Br:13])=[CH:4][C:5]([C:9]([F:12])([F:10])[F:11])=[CH:6][C:7]=2[Br:8])[C:15]([CH3:19])=[C:16]([CH3:17])[C:21]=1[C:20]#[N:24]. Procedure: In 15 ml of toluene, 5.5 g of 4-amino-3,5-dibromobenzotrifluoride, 1.9 g of acetoin, and 34 mg of p-toluenesulfonic acid were dissolved. The reaction solution was heated under reflux for 2.5 hours while conducting azeotropic dehydration. To the reaction mixture, 1.42 g of malononitrile was added. The reaction mixture was heated for 4 hours while being concentrated at 180° C. Water was added to the reaction mixture. The reaction mixture was extracted with chloroform, and subsequently, the extract... Reported procedure: The anhydride from step 2 (8.0 g) was mixed with 30 mL of water and 30 mL of 2-propanol and stirred at 40 for 4.25 hr. After about 2 hr there was a clear solution. The solvent was evaporated under vacuum (2 mm) at 25. The oil remaining was evaporated with 10 mL of water to remove any residual 2-propanol and acetic acid. An almost colorless oil weighing 6.8 g was isolated. Reaction conditions: time 4.25 hour. Starting materials: C(C)(=O)OC(CCCCC(CCSC(C)=O)SC(C)=O)=O (6,8-Bisacetylmercaptooctanoic acetic anhydride), O (water). As a reaction SMILES: C([O:4][C:5](=[O:21])[CH2:6][CH2:7][CH2:8][CH2:9][CH:10]([S:17][C:18](=[O:20])[CH3:19])[CH2:11][CH2:12][S:13][C:14](=[O:16])[CH3:15])(=O)C.O>CC(O)C>[C:18]([S:17][CH:10]([CH2:11][CH2:12][S:13][C:14](=[O:16])[CH3:15])[CH2:9][CH2:8][CH2:7][CH2:6][C:5]([OH:21])=[O:4])(=[O:20])[CH3:19]. Solvent: CC(C)O (2-propanol). The product is C(C)(=O)SC(CCCCC(=O)O)CCSC(C)=O (6,8-Bisacetylmercaptooctanoic acid). Starting materials: C=CC(=O)OCC, CC(C)(N)c1ccccc1. The product is CCOC(=O)CCNC(C)(C)c1ccccc1. As a reaction SMILES: [C:1]([CH:2]=[CH2:3])(=[O:4])[O:5][CH2:6][CH3:7].[CH3:8][C:9]([c:10]1[cH:11][cH:12][cH:13][cH:14][cH:15]1)([CH3:16])[NH2:17]>>[C:1]([CH2:2][CH2:3][NH:17][C:9]([CH3:8])([c:10]1[cH:11][cH:12][cH:13][cH:14][cH:15]1)[CH3:16])(=[O:4])[O:5][CH2:6][CH3:7]. Reactants: ClCCl, CCCCCNc1nc(N)nc(C)c1Cc1ccc(CO)cc1, O=S(Cl)Cl. Yields the product CCCCCNc1nc(N)nc(C)c1Cc1ccc(CCl)cc1. Reaction SMILES: [Cl:28][CH2:29][Cl:30].[NH2:5][c:6]1[n:7][c:8]([NH:22][CH2:23][CH2:24][CH2:25][CH2:26][CH3:27])[c:9]([CH2:13][c:14]2[cH:15][cH:16][c:17]([CH2:20][OH:21])[cH:18][cH:19]2)[c:10]([CH3:12])[n:11]1.[S:1]([Cl:2])([Cl:3])=[O:4]>>[Cl:3][CH2:20][c:17]1[cH:16][cH:15][c:14]([CH2:13][c:9]2[c:8]([NH:22][CH2:23][CH2:24][CH2:25][CH2:26][CH3:27])[n:7][c:6]([NH2:5])[n:11][c:10]2[CH3:12])[cH:19][cH:18]1. Starting materials: O.NN (hydrazine hydrate), O=C1C2=C(N3C([C@H]4N1CC4)=C(N=C3)C(=O)OCC)C=CS2 (ethyl (S)-8-oxo-11,11a-dihydro-8H,10H-azeto[1,2-a]imidazo[5,1-c]thieno[3,2-e][1,4]diazepine-1-carboxylate). The solvent is C(C)O (ethanol). Product: O=C1C2=C(N3C(C4N1CC4)=C(N=C3)C(=O)NN)C=CS2 (8-oxo-11,11a-dihydro-8H,10H-azeto[1,2-a]imidazo[5,1-c]thieno-[3,2-e][1,4]diazepine-1-carboxylic acid hydrazide). As a reaction SMILES: O.[NH2:2][NH2:3].[O:4]=[C:5]1[N:11]2[CH2:12][CH2:13][C@H:10]2[C:9]2=[C:14]([C:17]([O:19]CC)=O)[N:15]=[CH:16][N:8]2[C:7]2[CH:22]=[CH:23][S:24][C:6]1=2>C(O)C>[O:4]=[C:5]1[N:11]2[CH2:12][CH2:13][CH:10]2[C:9]2=[C:14]([C:17]([NH:2][NH2:3])=[O:19])[N:15]=[CH:16][N:8]2[C:7]2[CH:22]=[CH:23][S:24][C:6]1=2 |f:0.1|. Procedure details: 10 ml of hydrazine hydrate were added to a suspension of 6.0 g (19.8 mmol) of ethyl (S)-8-oxo-11,11a-dihydro-8H,10H-azeto[1,2-a]imidazo[5,1-c]thieno[3,2-e][1,4]diazepine-1-carboxylate in 50 ml of ethanol and the mixture was heated at reflux for 3 hours. After cooling to 0° the crystals obtained were filtered off and there were obtained 5.6 g (98%) of S)-8-oxo-11,11a-dihydro-8H,10H-azeto[1,2-a]imidazo[5,1-c]thieno-[3,2-e][1,4]diazepine-1-carboxylic acid hydrazide as colourless needles of m.p. 260... The reactants are ClC1=CC(=C(C=C1)C=1NC=C(N1)C(=O)OCC)F (Ethyl 2-(4-chloro-2-fluorophenyl)-1H-imidazole-4-carboxylate), [OH-].[Na+] (NaOH), Cl (HCl). The solvent is C1CCOC1 (THF), O (H2O). Reaction conditions: temperature 65 celsius, time 48 hour. Product: ClC1=CC(=C(C=C1)C=1NC=C(N1)C(=O)O)F (2-(4-chloro-2-fluorophenyl)-1H-imidazole-4-carboxylic acid). Yield: 10.6%. Reaction SMILES: [Cl:1][C:2]1[CH:7]=[CH:6][C:5]([C:8]2[NH:9][CH:10]=[C:11]([C:13]([O:15]CC)=[O:14])[N:12]=2)=[C:4]([F:18])[CH:3]=1.[OH-].[Na+].Cl>C1COCC1.O>[Cl:1][C:2]1[CH:7]=[CH:6][C:5]([C:8]2[NH:9][CH:10]=[C:11]([C:13]([OH:15])=[O:14])[N:12]=2)=[C:4]([F:18])[CH:3]=1 |f:1.2|. Procedure details: To a solution of ethyl 2-(4-chloro-2-fluorophenyl)-1H-imidazole-4-carboxylate 41 (175 g, 4.3 mol) in THF (1 L, 6 vol) and H2O (500 mL, 3 vol) was added NaOH (78 g, 1.95 mol, 3.0 eq), and the reaction was stirred at 65° C. for 48 h till it completed (checked by LC-MS). Adjust the mixture with 2 N HCl to pH=5, and product was separated out as a yellow solid, filtered to give 210 g wet cake, the wet cake was washed with H2O (300 mL), DCM (3×300 mL), PE (500 mL), and dried to afford 110 g pure 2-(4-...